Dataset: the Open Reaction Database (ORD), a public repository of structured organic reaction records. Task: describe an organic reaction: reactants, conditions, products, and yield Reactants: C[Si](C)(C)[N-][Si](C)(C)C.[K+] (Potassium bis(trimethylsilyl)amide), C1(=CC=CC=C1)C (toluene), N1=C(C=CC=C1)OC=1C=C(C=CC1)CC(=O)OC (methyl [3-(2-pyridyloxy)phenyl]acetate), NC1=C(C(=O)OC)C=CC(=C1)Cl (methyl 2-amino-4-chlorobenzoate). The solvent is C1CCOC1 (THF), CO (methanol). Run at time 1 hour. Product: ClC1=CC=C2C(=C(C(NC2=C1)=O)C1=CC(=CC=C1)OC1=NC=CC=C1)O (7-Chloro-4-hydroxy-3-[3-(2-pyridyloxy)phenyl]-2(1H)-quinolone). Isolated yield 59.3%. RXN SMILES: C[Si]([N-][Si](C)(C)C)(C)C.[K+].C1(C)C=CC=CC=1.[N:18]1[CH:23]=[CH:22][CH:21]=[CH:20][C:19]=1[O:24][C:25]1[CH:26]=[C:27]([CH2:31][C:32]([O:34]C)=O)[CH:28]=[CH:29][CH:30]=1.[NH2:36][C:37]1[CH:46]=[C:45]([Cl:47])[CH:44]=[CH:43][C:38]=1[C:39](OC)=[O:40]>C1COCC1.CO>[Cl:47][C:45]1[CH:46]=[C:37]2[C:38]([C:39]([OH:40])=[C:31]([C:27]3[CH:28]=[CH:29][CH:30]=[C:25]([O:24][C:19]4[CH:20]=[CH:21][CH:22]=[CH:23][N:18]=4)[CH:26]=3)[C:32](=[O:34])[NH:36]2)=[CH:43][CH:44]=1 |f:0.1|. Procedure: Potassium bis(trimethylsilyl)amide in toluene (0.5M, 10.8 ml, 5.4mmol) was added dropwise to a solution of methyl [3-(2-pyridyloxy)phenyl]acetate (0.52 g, 2.14 mmol) and methyl 2-amino-4-chlorobenzoate (0.43 g, 2.32 mmol) in dry THF (30 ml). The reaction mixture was stirred at room temperature for 3 1hours then methanol (10 ml) was added. The solution was concentrated in vacuo, the residue was dissolved in 0.5M sodium hydroxide (25 ml) and washed with diethyl ether (2×25 ml). The aqueous phase w...